describe an organic reaction: reactants, conditions, products, and yield From a dataset of the Open Reaction Database (ORD), a public repository of structured organic reaction records. The reactants are COC(=O)C1=C(N=CS1)CCCCCCC(=O)OC (4-(6-carbomethoxy hexyl)-thiazole-5-carboxylic acid methylester), [OH-].[Na+] (sodium hydroxide), C(C)O (ethanol), S(O)(O)(=O)=O (sulphuric acid). Yields the product CC=1SC(=C(N1)CCCCCCC(=O)O)C(=O)O (2-methyl-4-(6-carboxyhexyl)-thiazole-5-carboxylic acid). RXN SMILES: C[O:2][C:3]([C:5]1[S:9][CH:8]=[N:7][C:6]=1[CH2:10][CH2:11][CH2:12][CH2:13][CH2:14][CH2:15][C:16]([O:18]C)=[O:17])=[O:4].[OH-].[Na+].S(=O)(=O)(O)O.[CH2:27](O)C>>[CH3:27][C:8]1[S:9][C:5]([C:3]([OH:2])=[O:4])=[C:6]([CH2:10][CH2:11][CH2:12][CH2:13][CH2:14][CH2:15][C:16]([OH:18])=[O:17])[N:7]=1 |f:1.2|. Procedure details: The solution of 8 g of crude 2-methyl-4-(6-carbomethoxyhexyl)-thiazole-5-carboxylic acid methylester (VIII, R1 = CH3) in 25 ml of ethanol was treated with 40 ml of 2 N sodium hydroxide solution. The reaction mixture was refluxed for 30 minutes, then acidified with 5 N sulphuric acid under ice-cooling. After extracting the aqueous reaction mixture with 3 × 75 ml of ethyl acetate, the extract was dried over sodium sulphate and evaporated in vacuo. The obtained crude product was recrystallized from... Reactants: O=C([O-])[O-], C#CCBr, CCN1CCNCC1, CC(C)=O, [Cs+], [Cs+]. Product: C#CCN1CCN(CC)CC1. RXN SMILES: [C:13](=[O:14])([O-:15])[O-:16].[CH2:1]([C:2]#[CH:3])[Br:4].[CH2:5]([CH3:6])[N:7]1[CH2:8][CH2:9][NH:10][CH2:11][CH2:12]1.[CH3:19][C:20](=[O:21])[CH3:22].[Cs+:17].[Cs+:18]>>[CH2:1]([C:2]#[CH:3])[N:10]1[CH2:9][CH2:8][N:7]([CH2:5][CH3:6])[CH2:12][CH2:11]1.